Dataset: the Open Reaction Database (ORD), a public repository of structured organic reaction records. Task: describe an organic reaction: reactants, conditions, products, and yield The solvent is CO (methanol). Procedure: The reaction was carried out in a manner similar to Example 1 except for using 0.62 g-(1.92 mmol) of ethyl 5-benzamido-1-methyl-2-indole-carboxylate, 3.68 g (38.4 mmol) of guanidine hydrochloride and 50 ml of a methanol solution of 2.08 g (38.4 mmol) of sodium methoxide. 5-Benzamido-1-methyl-2-indoloylguanidine hydrochloride was obtained in an amount of 0.38 g (53.1%). Yields the product Cl.C(C1=CC=CC=C1)(=O)NC=1C=C2C=C(NC2=CC1)C(=O)N=C(NC)N (5-Benzamido-1-methyl-2-indoloylguanidine hydrochloride). Reactants: C(C1=CC=CC=C1)(=O)NC=1C=C2C=C(N(C2=CC1)C)C(=O)OCC (ethyl 5-benzamido-1-methyl-2-indole-carboxylate), Cl.NC(=N)N (guanidine hydrochloride), C[O-].[Na+] (sodium methoxide). Reaction SMILES: [C:1]([NH:9][C:10]1[CH:11]=[C:12]2[C:16](=[CH:17][CH:18]=1)[N:15](C)[C:14]([C:20]([O:22]CC)=O)=[CH:13]2)(=[O:8])[C:2]1[CH:7]=[CH:6][CH:5]=[CH:4][CH:3]=1.[ClH:25].[NH2:26][C:27]([NH2:29])=[NH:28].[CH3:30][O-].[Na+]>CO>[ClH:25].[C:1]([NH:9][C:10]1[CH:11]=[C:12]2[C:16](=[CH:17][CH:18]=1)[NH:15][C:14]([C:20]([N:28]=[C:27]([NH2:29])[NH:26][CH3:30])=[O:22])=[CH:13]2)(=[O:8])[C:2]1[CH:3]=[CH:4][CH:5]=[CH:6][CH:7]=1 |f:1.2,3.4,6.7|. The reactants are ClC1=C(C=CC(=C1)Cl)C=1N=C(C(=NC1CC)N[C@H]1[C@H](CC2=CC=CC=C12)OCC)CC (5-(2,4-dichlorophenyl)-N-[(1R,2S)-2-ethoxy-2,3-dihydro-1H-inden-1-yl]-3,6-diethylpyrazin-2-amine), IC(C)C (2-iodopropane). The product is ClC1=C(C=CC(=C1)Cl)C=1N=C(C(=NC1CC)N[C@H]1[C@H](CC2=CC=CC=C12)OC(C)C)CC (5-(2,4-dichlorophenyl)-3,6-diethyl-N-[(1R,2S)-2-isopropoxy-2,3-dihydro-1H-inden-1-yl]pyrazin-2-amine). Reaction SMILES: [Cl:1][C:2]1[CH:7]=[C:6]([Cl:8])[CH:5]=[CH:4][C:3]=1[C:9]1[N:10]=[C:11]([CH2:30][CH3:31])[C:12]([NH:17][C@@H:18]2[C:26]3[C:21](=[CH:22][CH:23]=[CH:24][CH:25]=3)[CH2:20][C@@H:19]2[O:27][CH2:28][CH3:29])=[N:13][C:14]=1[CH2:15][CH3:16].I[CH:33](C)C>>[Cl:1][C:2]1[CH:7]=[C:6]([Cl:8])[CH:5]=[CH:4][C:3]=1[C:9]1[N:10]=[C:11]([CH2:30][CH3:31])[C:12]([NH:17][C@@H:18]2[C:26]3[C:21](=[CH:22][CH:23]=[CH:24][CH:25]=3)[CH2:20][C@@H:19]2[O:27][CH:28]([CH3:33])[CH3:29])=[N:13][C:14]=1[CH2:15][CH3:16]. Procedure: Following the procedure for the preparation of 5-(2,4-dichlorophenyl)-N-[(1R,2S)-2-ethoxy-2,3-dihydro-1H-inden-1-yl]-3,6-diethylpyrazin-2-amine but substituting 2-iodopropane (20 equivalents iodide and sodium hydride with portion-wise addition) provided the title compound as a light yellow syrup. IR (liq.) 2971, 2935, 1564, 1552, 1497, 1471, 1392, 1379, 1368, 1206, 1177, 1140, 1123, 1101, 1061 cm−1; OAMS supporting ions at: ESI+ 470.2; MS (EI) m/z 469 (M+); HRMS (FAB) calcd for C26H29CL2N3O+H1 4... Reagents/catalysts: Cl[Pd]([P](C1=CC=CC=C1)(C2=CC=CC=C2)C3=CC=CC=C3)([P](C4=CC=CC=C4)(C5=CC=CC=C5)C6=CC=CC=C6)Cl (Pd(PPh3)2Cl2). Procedure details: Pd(PPh3)2Cl2 (7 mg, 0.01 mmol) in a 10 mL flask under Ar was treated sequentially with 6-bromo-2′-methyl-2′H-spiro[chroman-4,5′-[1,2,4]oxadiazol]-3′-amine (59.4 mg, 0.2 mmol) in 1,4-dioxane (2.0 mL), Cs2CO3 (2 N, 1 mL) and 3-cyanophenylboronic acid (58.8 mg, 0.4 mmol). The mixture was heated at 120° C. under Ar in a microwave reactor for 30 minutes. The reaction mixture was concentrated in vacuo to give the residue, which was purified by preparative TLC and HPLC to give 3-(3′-amino-2′-methyl-2′H... Solvent: O1CCOCC1 (1,4-dioxane), C(=O)([O-])[O-].[Cs+].[Cs+] (Cs2CO3). Product: NC=1N(OC2(N1)CCOC1=CC=C(C=C12)C=1C=C(C#N)C=CC1)C (3-(3′-amino-2′-methyl-2′H-spiro[chroman-4,5′-[1,2,4]oxadiazole]-6-yl)benzonitrile). The yield is 10.5%. Reactants: BrC=1C=C2C(=CC1)OCCC21N=C(N(O1)C)N (6-bromo-2′-methyl-2′H-spiro[chroman-4,5′-[1,2,4]oxadiazol]-3′-amine), C(#N)C=1C=C(C=CC1)B(O)O (3-cyanophenylboronic acid). As a reaction SMILES: Br[C:2]1[CH:3]=[C:4]2[C:11]3([O:15][N:14]([CH3:16])[C:13]([NH2:17])=[N:12]3)[CH2:10][CH2:9][O:8][C:5]2=[CH:6][CH:7]=1.[C:18]([C:20]1[CH:21]=[C:22](B(O)O)[CH:23]=[CH:24][CH:25]=1)#[N:19]>O1CCOCC1.C([O-])([O-])=O.[Cs+].[Cs+].Cl[Pd](Cl)([P](C1C=CC=CC=1)(C1C=CC=CC=1)C1C=CC=CC=1)[P](C1C=CC=CC=1)(C1C=CC=CC=1)C1C=CC=CC=1>[NH2:17][C:13]1[N:14]([CH3:16])[O:15][C:11]2([C:4]3[C:5](=[CH:6][CH:7]=[C:2]([C:24]4[CH:25]=[C:20]([CH:21]=[CH:22][CH:23]=4)[C:18]#[N:19])[CH:3]=3)[O:8][CH2:9][CH2:10]2)[N:12]=1 |f:3.4.5,^1:43,62|. Run at temperature 120 celsius.